Dataset: the Open Reaction Database (ORD), a public repository of structured organic reaction records. Task: describe an organic reaction: reactants, conditions, products, and yield The reactants are CC(C)(C)N(C(=O)[O-])C1(C(N)=O)Cc2ccc([N+](=O)[O-])cc2C1, CC(C)(C)OC(=O)NC1(C(=O)O)Cc2ccc([N+](=O)[O-])cc2C1, ClCCCl, CCN(C(C)C)C(C)C, [Cl-], [NH4+], [Na+], O=C([O-])O, CN(C)C=O. The product is NC(=O)C1(N)Cc2ccc([N+](=O)[O-])cc2C1. Reaction SMILES: [C:1]([N:5]([C:2](=[O:3])[O-:4])[C:9]1([C:21](=[O:22])[NH2:23])[CH2:10][c:11]2[cH:12][cH:13][c:14]([N+:18](=[O:19])[O-:20])[cH:15][c:16]2[CH2:17]1)([CH3:6])([CH3:7])[CH3:8].[C:24]([O:25][C:26]([NH:27][C:28]1([C:29]([OH:30])=[O:31])[CH2:32][c:33]2[c:34]([cH:35][cH:36][c:37]([N+:38]([O-:39])=[O:40])[cH:41]2)[CH2:42]1)=[O:43])([CH3:44])([CH3:45])[CH3:46].[CH2:49]([Cl:50])[CH2:51][Cl:52].[CH:53]([N:54]([CH2:55][CH3:56])[CH:57]([CH3:58])[CH3:59])([CH3:60])[CH3:61].[Cl-:47].[NH4+:48].[Na+:66].[O-:62][C:63]([OH:64])=[O:65].[O:67]=[CH:68][N:69]([CH3:70])[CH3:71]>>[NH2:5][C:9]1([C:21](=[O:22])[NH2:23])[CH2:10][c:11]2[cH:12][cH:13][c:14]([N+:18](=[O:19])[O-:20])[cH:15][c:16]2[CH2:17]1. Starting materials: C=CC(=O)OC, C[Sn](C)(Cl)Cl, C[O-], COc1ccc(O)cc1, CCCCCCC, [Na+], OCCOc1ccccc1, Oc1ccc(O)cc1, [Sn]. The product is C=CC(=O)OCCOc1ccccc1. As a reaction SMILES: [C:11]([CH:12]=[CH2:13])(=[O:14])[O:15][CH3:16].[CH3:17][Sn:18]([Cl:19])([Cl:20])[CH3:21].[CH3:22][O-:23].[CH3:25][O:26][c:27]1[cH:28][cH:29][c:30]([OH:31])[cH:32][cH:33]1.[CH3:43][CH2:44][CH2:45][CH2:46][CH2:47][CH2:48][CH3:49].[Na+:24].[O:1]([c:2]1[cH:3][cH:4][cH:5][cH:6][cH:7]1)[CH2:8][CH2:9][OH:10].[OH:34][c:35]1[cH:36][cH:37][c:38]([OH:39])[cH:40][cH:41]1.[Sn:42]>>[O:1]([c:2]1[cH:3][cH:4][cH:5][cH:6][cH:7]1)[CH2:8][CH2:9][O:10][C:11]([CH:12]=[CH2:13])=[O:14]. Starting materials: CC1(NC(OC1(C)C)=O)C (4,4,5,5-tetramethyloxazolidin -2-one), C(CCC)[Li] (n-butyl lithium), P(=O)([O-])([O-])[O-] (phosphate), BrC(C(=O)Br)C (2-bromopropionyl bromide). The solvent is O1CCCC1 (tetrahydrofuran), CCCCCC (hexane). Conditions: time 5 minute. Yields the product BrC(C(=O)N1C(OC(C1(C)C)(C)C)=O)C (3-(2'-bromopropionyl)-4,4,5,5-tetramethyloxazolidin-2-one). Reaction SMILES: [CH3:1][C:2]1([CH3:10])[C:6]([CH3:8])([CH3:7])[O:5][C:4](=[O:9])[NH:3]1.C([Li])CCC.[Br:16][CH:17]([CH3:21])[C:18](Br)=[O:19].P([O-])([O-])([O-])=O>O1CCCC1.CCCCCC>[Br:16][CH:17]([CH3:21])[C:18]([N:3]1[C:2]([CH3:10])([CH3:1])[C:6]([CH3:8])([CH3:7])[O:5][C:4]1=[O:9])=[O:19]. Procedure: To a solution of 4,4,5,5-tetramethyloxazolidin -2-one (0.30 g; 2.01 mmol) in tetrahydrofuran (2.5 ml), a hexane solution of 1.57 N n-butyl lithium (1.50 ml; 2.3 mmol) was added at 0° C., and after 5 minutes, 2-bromopropionyl bromide (0.54 g; 2.5 mmol) was added thereto and followed by stirring at the same temperature for 10 minutes. A phosphate buffer (pH 7) (1.1 ml) was added thereto to decompose the excess reaction agent, and the reaction mixture was extracted with ethyl acetate. The organic l... Starting materials: C(#N)[BH3-].[Na+] (sodium cyanoborohydride), [OH-].[NH4+] (ammonium hydroxide), C(C)(=O)C=1C2CCC(CC1C)N2 (2-acetyl-3-methyl-8-azabicyclo[3.2.1]oct-2-ene), C=O (formaldehyde). Run in C(C)#N (acetonitrile), C(C)(=O)O (acetic acid). Run at time 15 minute. Yields the product C(C)(=O)C=1C2CCC(CC1C)N2C (2-acetyl-3,8-dimethyl-8-azabicyclo[3.2.1]oct-2-ene). RXN SMILES: [C:1]([C:4]1[CH:5]2[NH:12][CH:8]([CH2:9][C:10]=1[CH3:11])[CH2:7][CH2:6]2)(=[O:3])[CH3:2].C=O.[C:15]([BH3-])#N.[Na+].[OH-].[NH4+]>C(#N)C.C(O)(=O)C>[C:1]([C:4]1[CH:5]2[N:12]([CH3:15])[CH:8]([CH2:9][C:10]=1[CH3:11])[CH2:7][CH2:6]2)(=[O:3])[CH3:2] |f:2.3,4.5|. Procedure details: To a stirred mixture of 2-acetyl-3-methyl-8-azabicyclo[3.2.1]oct-2-ene (1.2083 g, 0.0073 mol) and aqueous formaldehyde (2.7 ml, 0.036 mol, 37 percent) in 15 ml acetonitrile was added sodium cyanoborohydride (0.7352 g, 0.0117 mol). After stirring for 15 minutes, the reaction was made acidic by addition of 15 ml glacial acetic acid over a 45 minute period. The solution was made basic by the addition of an aqueous solution of ammonium hydroxide. The basic solution was extracted 3 times with ethyl a... Starting materials: [OH-].[Na+] (NaOH), C(C)(=O)O[BH-](OC(C)=O)OC(C)=O.[Na+] (sodium triacetoxyborohydride), Cl.C1(NCCC2=CC=CC=C12)C(=O)OCC (ethyl 1,2,3,4-tetrahydroisoquinoline-1-carboxylate hydrochloride), C(C1=CC=CC=C1)=O (benzaldehyde). Run in C(C)(=O)O (acetic acid). Reaction conditions: time 15 hour. Yields the product C(C1=CC=CC=C1)N1C(C2=CC=CC=C2CC1)C(=O)OCC (ethyl 2-benzyl-1,2,3,4-tetrahydroisoquinoline-1-carboxylate). Isolated yield 32.7%. RXN SMILES: C(O[BH-](OC(=O)C)OC(=O)C)(=O)C.[Na+].Cl.[CH:16]1([C:26]([O:28][CH2:29][CH3:30])=[O:27])[C:25]2[C:20](=[CH:21][CH:22]=[CH:23][CH:24]=2)[CH2:19][CH2:18][NH:17]1.[CH:31](=O)[C:32]1[CH:37]=[CH:36][CH:35]=[CH:34][CH:33]=1.[OH-].[Na+]>C(O)(=O)C>[CH2:31]([N:17]1[CH2:18][CH2:19][C:20]2[C:25](=[CH:24][CH:23]=[CH:22][CH:21]=2)[CH:16]1[C:26]([O:28][CH2:29][CH3:30])=[O:27])[C:32]1[CH:37]=[CH:36][CH:35]=[CH:34][CH:33]=1 |f:0.1,2.3,5.6|. Procedure: In an ice bath, sodium triacetoxyborohydride (6.11 g) was added to a solution of ethyl 1,2,3,4-tetrahydroisoquinoline-1-carboxylate hydrochloride (4.98 g) and benzaldehyde (2.72 g) in acetic acid (50 mL). The mixture was stirred at room temperature for 15 hours. A 1 M aqueous NaOH solution was added to the reaction liquid which was then extracted with chloroform. The extract was washed with water and saturated brine, dried over magnesium sulfate, filtered, and concentrated under reduced pressure...